From a dataset of the Open Reaction Database (ORD), a public repository of structured organic reaction records. describe an organic reaction: reactants, conditions, products, and yield The reactants are C1CCOC1, Cl, COc1ccc2c(C3OCCO3)c(C)oc2c1. Yields the product COc1ccc2c(C=O)c(C)oc2c1. Reaction SMILES: [CH2:19]1[O:20][CH2:21][CH2:22][CH2:23]1.[ClH:1].[O:2]1[CH:3]([c:7]2[c:8]([CH3:18])[o:9][c:10]3[c:11]2[cH:12][cH:13][c:14]([O:16][CH3:17])[cH:15]3)[O:6][CH2:5][CH2:4]1>>[O:2]=[CH:3][c:7]1[c:8]([CH3:18])[o:9][c:10]2[c:11]1[cH:12][cH:13][c:14]([O:16][CH3:17])[cH:15]2. Starting materials: CC(=O)c1c(C#N)nn(-c2c(Cl)cc(C(F)(F)F)cc2Cl)c1N, Cl, NO, c1ccncc1. Product: CC(=NO)c1c(C#N)nn(-c2c(Cl)cc(C(F)(F)F)cc2Cl)c1N. RXN SMILES: [C:1]([CH3:2])(=[O:3])[c:4]1[c:5]([C:22]#[N:23])[n:6][n:7](-[c:10]2[c:11]([Cl:21])[cH:12][c:13]([C:17]([F:18])([F:19])[F:20])[cH:14][c:15]2[Cl:16])[c:8]1[NH2:9].[ClH:24].[NH2:25][OH:26].[cH:27]1[cH:28][cH:29][n:30][cH:31][cH:32]1>>[C:1]([CH3:2])([c:4]1[c:5]([C:22]#[N:23])[n:6][n:7](-[c:10]2[c:11]([Cl:21])[cH:12][c:13]([C:17]([F:18])([F:19])[F:20])[cH:14][c:15]2[Cl:16])[c:8]1[NH2:9])=[N:25][OH:26]. Reactants: CC(C)(C)OC(=O)NC(CNc1ccccc1N)C(=O)O, CCN=C=NCCCN(C)C, CCOC(C)=O, CN(C)C=O, Cl. Yields the product CC(C)(C)OC(=O)NC1CNc2ccccc2NC1=O. RXN SMILES: [C:13]([CH3:14])([CH3:15])([CH3:16])[O:17][C:18](=[O:19])[NH:20][CH:21]([C:22](=[O:23])[OH:24])[CH2:25][NH:26][c:27]1[c:28]([NH2:33])[cH:29][cH:30][cH:31][cH:32]1.[CH3:2][N:3]([CH3:4])[CH2:5][CH2:6][CH2:7][N:8]=[C:9]=[N:10][CH2:11][CH3:12].[CH3:34][CH2:35][O:36][C:37](=[O:38])[CH3:39].[CH3:40][N:41]([CH3:42])[CH:43]=[O:44].[ClH:1]>>[C:13]([CH3:14])([CH3:15])([CH3:16])[O:17][C:18](=[O:19])[NH:20][CH:21]1[C:22](=[O:23])[NH:33][c:28]2[c:27]([cH:32][cH:31][cH:30][cH:29]2)[NH:26][CH2:25]1. Reactants: O=C(Cl)c1ccccc1, c1ccc2c3c(ncc2c1)CCCN3, c1ccncc1. The product is O=C(c1ccccc1)N1CCCc2ncc3ccccc3c21. Reaction SMILES: [C:15]([c:16]1[cH:17][cH:18][cH:19][cH:20][cH:21]1)(=[O:22])[Cl:23].[NH:1]1[c:2]2[c:3]3[c:4]([cH:5][n:6][c:7]2[CH2:8][CH2:9][CH2:10]1)[cH:11][cH:12][cH:13][cH:14]3.[cH:24]1[cH:25][cH:26][n:27][cH:28][cH:29]1>>[N:1]1([C:15]([c:16]2[cH:17][cH:18][cH:19][cH:20][cH:21]2)=[O:22])[c:2]2[c:3]3[c:4]([cH:5][n:6][c:7]2[CH2:8][CH2:9][CH2:10]1)[cH:11][cH:12][cH:13][cH:14]3. Starting materials: BrCCCCCC(=O)NC1=CC=C(C=C1)O (6-bromo-N-(4-hydroxyphenyl)hexanamide), C1(=CC=CC=C1)N1CCNCC1 (1-phenylpiperazine). Run in C(C)O (ethanol). Yields the product OC1=CC=C(C=C1)NC(CCCCCN1CCN(CC1)C1=CC=CC=C1)=O (N-(4-Hydroxyphenyl)-4-phenyl-1-piperazinehexanamide). As a reaction SMILES: Br[CH2:2][CH2:3][CH2:4][CH2:5][CH2:6][C:7]([NH:9][C:10]1[CH:15]=[CH:14][C:13]([OH:16])=[CH:12][CH:11]=1)=[O:8].[C:17]1([N:23]2[CH2:28][CH2:27][NH:26][CH2:25][CH2:24]2)[CH:22]=[CH:21][CH:20]=[CH:19][CH:18]=1>C(O)C>[OH:16][C:13]1[CH:14]=[CH:15][C:10]([NH:9][C:7](=[O:8])[CH2:6][CH2:5][CH2:4][CH2:3][CH2:2][N:26]2[CH2:27][CH2:28][N:23]([C:17]3[CH:22]=[CH:21][CH:20]=[CH:19][CH:18]=3)[CH2:24][CH2:25]2)=[CH:11][CH:12]=1. Procedure details: A solution of 45.7 g (0.16 mol) of 6-bromo-N-(4-hydroxyphenyl)hexanamide, 26.0 g (0.16 mol) of 1-phenylpiperazine and 22.4 ml (16.3 g, 0.16 mol) of triethylaminwe in 400 ml of ethanol was heated under reflux overnight and then concentrated under vacuum. The residue was mixed with sodium bicarbonate solution and trichloromethane. The resulting suspension was filtered. The solid was recrystallized from ethanol-water and then from acetonitrile to give the end product as tan crystals, mp 157°-159°. The reactants are [BH3-]C#N, C=O, Cc1cc(CN(C)CC2CCNCC2)cc2c1C(=O)N(Cc1ccc(OC(F)(F)F)cc1)C2, CO, O=CO, [Na+], O. Product: Cc1cc(CN(C)CC2CCN(C)CC2)cc2c1C(=O)N(Cc1ccc(OC(F)(F)F)cc1)C2. RXN SMILES: [C:39]([BH3-:40])#[N:41].[CH2:37]=[O:38].[CH3:1][c:2]1[cH:3][c:4]([CH2:24][N:25]([CH2:26][CH:27]2[CH2:28][CH2:29][NH:30][CH2:31][CH2:32]2)[CH3:33])[cH:5][c:6]2[c:10]1[C:9](=[O:11])[N:8]([CH2:12][c:13]1[cH:14][cH:15][c:16]([O:19][C:20]([F:21])([F:22])[F:23])[cH:17][cH:18]1)[CH2:7]2.[CH3:43][OH:44].[CH:34]([OH:35])=[O:36].[Na+:42].[OH2:45]>>[CH3:1][c:2]1[cH:3][c:4]([CH2:24][N:25]([CH2:26][CH:27]2[CH2:28][CH2:29][N:30]([CH3:34])[CH2:31][CH2:32]2)[CH3:33])[cH:5][c:6]2[c:10]1[C:9](=[O:11])[N:8]([CH2:12][c:13]1[cH:14][cH:15][c:16]([O:19][C:20]([F:21])([F:22])[F:23])[cH:17][cH:18]1)[CH2:7]2.